This data is from the Open Reaction Database (ORD), a public repository of structured organic reaction records. The task is: describe an organic reaction: reactants, conditions, products, and yield Reactants: IC1=NN(C2=NC=NC(=C21)N)[C@@H]2CC[C@@H](CC2)N2CCN(CC2)C (cis-3-iodo-1-[4-(4-methylpiperazino)cyclohexyl]-1H-pyrazolo[3,4-d]pyrimidin-4-amine), CC1(OB(OC1(C)C)C1=CC=C(C=C1)NC1=NC2=C(N1C)C=CC=C2)C (N2-[4-(4,4,5,5-tetramethyl-1,3,2-dioxaborolan-2-yl)phenyl]-1-methyl-1H-benzo[d]imidazol-2-amine), C([O-])([O-])=O.[Na+].[Na+] (sodium carbonate). The reagents and catalysts are [Pd].C1(=CC=CC=C1)P(C1=CC=CC=C1)C1=CC=CC=C1.C1(=CC=CC=C1)P(C1=CC=CC=C1)C1=CC=CC=C1.C1(=CC=CC=C1)P(C1=CC=CC=C1)C1=CC=CC=C1.C1(=CC=CC=C1)P(C1=CC=CC=C1)C1=CC=CC=C1 (tetrakis(triphenylphosphine) palladium (0)). Run in COCCOC (ethylene glycol dimethyl ether), O (water). Run at temperature 83 celsius, time 15 hour. Yields the product CN1C(=NC2=C1C=CC=C2)NC2=CC=C(C=C2)C2=NN(C1=NC=NC(=C12)N)[C@@H]1CC[C@@H](CC1)N1CCN(CC1)C (cis-3-{4-[(1-methyl-1H-benzo[d]imidazol-2-yl)amino]phenyl}-1-[4-(4-methylpiperazino)cyclohexyl]-1H-pyrazolo[3,4-d]pyrimidin-4-amine). The yield is 50.1%. RXN SMILES: I[C:2]1[C:10]2[C:5](=[N:6][CH:7]=[N:8][C:9]=2[NH2:11])[N:4]([C@H:12]2[CH2:17][CH2:16][C@@H:15]([N:18]3[CH2:23][CH2:22][N:21]([CH3:24])[CH2:20][CH2:19]3)[CH2:14][CH2:13]2)[N:3]=1.CC1(C)C(C)(C)OB([C:33]2[CH:38]=[CH:37][C:36]([NH:39][C:40]3[N:44]([CH3:45])[C:43]4[CH:46]=[CH:47][CH:48]=[CH:49][C:42]=4[N:41]=3)=[CH:35][CH:34]=2)O1.C(=O)([O-])[O-].[Na+].[Na+]>COCCOC.O.[Pd].C1(P(C2C=CC=CC=2)C2C=CC=CC=2)C=CC=CC=1.C1(P(C2C=CC=CC=2)C2C=CC=CC=2)C=CC=CC=1.C1(P(C2C=CC=CC=2)C2C=CC=CC=2)C=CC=CC=1.C1(P(C2C=CC=CC=2)C2C=CC=CC=2)C=CC=CC=1>[CH3:45][N:44]1[C:43]2[CH:46]=[CH:47][CH:48]=[CH:49][C:42]=2[N:41]=[C:40]1[NH:39][C:36]1[CH:37]=[CH:38][C:33]([C:2]2[C:10]3[C:5](=[N:6][CH:7]=[N:8][C:9]=3[NH2:11])[N:4]([C@H:12]3[CH2:17][CH2:16][C@@H:15]([N:18]4[CH2:23][CH2:22][N:21]([CH3:24])[CH2:20][CH2:19]4)[CH2:14][CH2:13]3)[N:3]=2)=[CH:34][CH:35]=1 |f:2.3.4,7.8.9.10.11|. Procedure: To a solution of cis-3-iodo-1-[4-(4-methylpiperazino)cyclohexyl]-1H-pyrazolo[3,4-d]pyrimidin-4-amine (0.100 g, 0.227 mmol) in ethylene glycol dimethyl ether (3 mL) and water (1.5 mL) under nitrogen was added N2-[4-(4,4,5,5-tetramethyl-1,3,2-dioxaborolan-2-yl)phenyl]-1-methyl-1H-benzo[d]imidazol-2-amine (0.099 g, 0.28 mmol), tetrakis(triphenylphosphine) palladium (0) (0.013 mg, 0.011 mmol), and sodium carbonate (0.060 mg, 0.568 mmol). The solution was stirred at 83° C. for 15 h. The resulting yel... Reactants: BrCCCN1C=2C=CC(=CC2C=2C3=C(C(=CC12)C1=CC=CC=C1)C(NC3=O)=O)O (6-(3-Bromopropyl)-9-hydroxy-4-phenylpyrrolo[3,4-c]carbazole-1,3(2H,6H)-dione), N1C=NC=C1 (imidazole). The product is OC1=CC=2C=3C4=C(C(=CC3N(C2C=C1)CCCN1C=NC=C1)C1=CC=CC=C1)C(NC4=O)=O (9-Hydroxy-6-[3-(1H-imidazol-1-yl)propyl]-4-phenylpyrrolo[3,4-c]carbazole-1,3(2H,6H)-dione). Isolated yield 53.0%. RXN SMILES: Br[CH2:2][CH2:3][CH2:4][N:5]1[C:17]2[CH:16]=[C:15]([C:18]3[CH:23]=[CH:22][CH:21]=[CH:20][CH:19]=3)[C:14]3[C:24](=[O:28])[NH:25][C:26](=[O:27])[C:13]=3[C:12]=2[C:11]2[CH:10]=[C:9]([OH:29])[CH:8]=[CH:7][C:6]1=2.[NH:30]1[CH:34]=[CH:33][N:32]=[CH:31]1>>[OH:29][C:9]1[CH:8]=[CH:7][C:6]2[N:5]([CH2:4][CH2:3][CH2:2][N:30]3[CH:34]=[CH:33][N:32]=[CH:31]3)[C:17]3[CH:16]=[C:15]([C:18]4[CH:23]=[CH:22][CH:21]=[CH:20][CH:19]=4)[C:14]4[C:24](=[O:28])[NH:25][C:26](=[O:27])[C:13]=4[C:12]=3[C:11]=2[CH:10]=1. Procedure details: Bromide (204) (80 mg, 0.18 mmol) prepared as described in example 173 was reacted with imidazole according to the procedure described in example 179 to give amine (212) (41 mg, 53%) as a yellow powder, mp 309–311° C. 1H NMR δ [(CD3)2SO] 11.06 (s, 1H), 9.36 (s, 1H), 8.40 (d, J=2.3 Hz, 1H), 7.69 (s, 1H), 7.64 (m, 3H), 7.47 (m, 4H), 7.22 (s, 1H), 7.14 (dd, J=8.8, 2.3 Hz, 1H), 6.89 (s, 1H), 4.44 (t, J=7.4 Hz, 2H), 4.07 (t, J=7.3 Hz, 2H), 2.24 (m, 2H). Found: C, 70.31; H, 4.78; N, 12.43. C26H20N4O3.1... Reactants: CN(C(C(=O)N1CCN(CC1)CCN[C@]12[C@@H]([C@H]3CC[C@@H]4[C@]5(CC=C(C([C@@H]5CC[C@]4([C@@]3(CC1)C)C)(C)C)C1=CC=C(C(=O)O)C=C1)C)[C@@H](CC2)C(=C)C)=O)C (4-((1R,3aS,5aR,5bR,7aR,11aS,11bR,13aR,13bR)-3a-((2-(4-(2-(dimethylamino)-2-oxoacetyl)piperazin-1-yl)ethyl)amino)-5a,5b,8,8,11a-pentamethyl-1-(prop-1-en-2-yl)-2,3,3a,4,5,5a,5b,6,7,7a,8,11,11a,11b,12,13,13a,13b-octadecahydro-1H-cyclopenta[a]chrysen-9-yl)benzoic acid), O=C(C(=O)O)N1CCCCC1 (2-oxo-2-(piperidin-1-yl)acetic acid). Product: C[C@]12CC[C@@]3([C@@H]([C@H]2CC[C@@H]2[C@]4(CC=C(C([C@@H]4CC[C@@]12C)(C)C)C1=CC=C(C(=O)O)C=C1)C)[C@@H](CC3)C(=C)C)NCCN3CCN(CC3)C(C(N3CCCCC3)=O)=O (4-((1R,3aS,5aR,5bR,7aR,11aS,11bR,13aR,13bR)-5a,5b,8,8,11a-pentamethyl-3a-((2-(4-(2-oxo-2-(piperidin-1-yl)acetyl)piperazin-1-yl)ethyl)amino)-1-(prop-1-en-2-yl)-2,3,3a,4,5,5a,5b,6,7,7a,8,11,11a,11b,12,13,13a,13b-octadecahydro-1H-cyclopenta[a]chrysen-9-yl)benzoic acid), solid. Yield: 18.0%. Reaction SMILES: [CH3:1][N:2]([CH3:54])[C:3](=[O:53])[C:4]([N:6]1[CH2:11][CH2:10][N:9]([CH2:12][CH2:13][NH:14][C@:15]23[CH2:49][CH2:48][C@@H:47]([C:50]([CH3:52])=[CH2:51])[C@@H:16]2[C@@H:17]2[C@@:30]([CH3:33])([CH2:31][CH2:32]3)[C@@:29]3([CH3:34])[C@@H:20]([C@:21]4([CH3:46])[C@@H:26]([CH2:27][CH2:28]3)[C:25]([CH3:36])([CH3:35])[C:24]([C:37]3[CH:45]=[CH:44][C:40]([C:41]([OH:43])=[O:42])=[CH:39][CH:38]=3)=[CH:23][CH2:22]4)[CH2:19][CH2:18]2)[CH2:8][CH2:7]1)=[O:5].O=C(N1CC[CH2:63][CH2:62][CH2:61]1)C(O)=O>>[CH3:33][C@:30]12[C@@:29]3([CH3:34])[C@@H:20]([C@:21]4([CH3:46])[C@@H:26]([CH2:27][CH2:28]3)[C:25]([CH3:36])([CH3:35])[C:24]([C:37]3[CH:38]=[CH:39][C:40]([C:41]([OH:43])=[O:42])=[CH:44][CH:45]=3)=[CH:23][CH2:22]4)[CH2:19][CH2:18][C@@H:17]1[C@H:16]1[C@H:47]([C:50]([CH3:52])=[CH2:51])[CH2:48][CH2:49][C@:15]1([NH:14][CH2:13][CH2:12][N:9]1[CH2:10][CH2:11][N:6]([C:4](=[O:5])[C:3](=[O:53])[N:2]3[CH2:1][CH2:63][CH2:62][CH2:61][CH2:54]3)[CH2:7][CH2:8]1)[CH2:32][CH2:31]2. Procedure details: The title compound was prepared following the method described above for the synthesis of 4-((1R,3aS,5aR,5bR,7aR,11aS,11bR,13aR,13bR)-3a-((2-(4-(2-(dimethylamino)-2-oxoacetyl)piperazin-1-yl)ethyl)amino)-5a,5b,8,8,11a-pentamethyl-1-(prop-1-en-2-yl)-2,3,3a,4,5,5a,5b,6,7,7a,8,11,11a,11b,12,13,13a,13b-octadecahydro-1H-cyclopenta[a]chrysen-9-yl)benzoic acid using 2-oxo-2-(piperidin-1-yl)acetic acid as the acid in Step 1. The product was isolated as a white solid (1.1 mg, 18%). LCMS: m/e 781.7 (M+H)+,... Isolated yield 69.4%. Conditions: time 1 hour. Product: BrC=1C=C(C=2C=NN(C2C1)C)C(=O)O (6-Bromo-1-methyl-1H-indazole-4-carboxylic acid). As a reaction SMILES: [OH-].[Li+].[Br:3][C:4]1[CH:5]=[C:6]([C:14]([O:16]C)=[O:15])[C:7]2[CH:8]=[N:9][N:10]([CH3:13])[C:11]=2[CH:12]=1.Cl>O1CCCC1.O>[Br:3][C:4]1[CH:5]=[C:6]([C:14]([OH:16])=[O:15])[C:7]2[CH:8]=[N:9][N:10]([CH3:13])[C:11]=2[CH:12]=1 |f:0.1|. The reactants are [OH-].[Li+] (Lithium hydroxide), BrC=1C=C(C=2C=NN(C2C1)C)C(=O)OC (methyl 6-bromo-1-methyl-1H-indazole-4-carboxylate), Cl (HCl). Run in O1CCCC1 (tetrahydrofuran), O (water). Procedure details: Lithium hydroxide (156 mg, 6.51 mmol) was added to a stirred suspension of methyl 6-bromo-1-methyl-1H-indazole-4-carboxylate (730 mg, 2.71 mmol) in tetrahydrofuran (THF) (25 ml) and water (5 ml) and the reaction mixture was stirred at room temperature for 1 h. During this time the cream suspension turned to a pale brown solution. The reaction mixture was poured onto 2N HCl (100 ml) with stirring. The precipitate formed was filtered off under vacuum and dried at 50° C. in a vacuum oven for 18 h t... Reactants: N(=[N+]=[N-])C(C)C=1N=C2N(C(C1C1=CC=C(C=C1)C)=O)C(=CS2)C (7-(1-azidoethyl)-3-methyl-6-(4-methylphenyl)-5H-[1,3]thiazolo[3,2-a]pyrimidin-5-one), CP(C)C (trimethylphosphine). Solvent: O1CCCC1 (tetrahydrofuran), O1CCCC1 (tetrahydrofuran). Reaction conditions: time 1 hour. Product: NC(C)C=1N=C2N(C(C1C1=CC=C(C=C1)C)=O)C(=CS2)C (7-(1-aminoethyl)-3-methyl-6-(4-methylphenyl)-5H-[1,3]thiazolo[3,2-a]pyrimidin-5-one). Isolated yield 89.1%. RXN SMILES: [N:1]([CH:4]([C:6]1[N:7]=[C:8]2[S:22][CH:21]=[C:20]([CH3:23])[N:9]2[C:10](=[O:19])[C:11]=1[C:12]1[CH:17]=[CH:16][C:15]([CH3:18])=[CH:14][CH:13]=1)[CH3:5])=[N+]=[N-].CP(C)C>O1CCCC1>[NH2:1][CH:4]([C:6]1[N:7]=[C:8]2[S:22][CH:21]=[C:20]([CH3:23])[N:9]2[C:10](=[O:19])[C:11]=1[C:12]1[CH:13]=[CH:14][C:15]([CH3:18])=[CH:16][CH:17]=1)[CH3:5]. Reported procedure: To a solution of 7-(1-azidoethyl)-3-methyl-6-(4-methylphenyl)-5H-[1,3]thiazolo[3,2-a]pyrimidin-5-one (0.050 g, 0.15 mmol) in tetrahydrofuran (2 mL) was added 1.00 M of trimethylphosphine in tetrahydrofuran (0.23 mL, 0.23 mmol) and the mixture was stirred at room temperature for 1 hour. The mixture was concentrated to give the crude product (40 mg), which was used directly in next step. LCMS calculated for C16H18N3OS (M+H)+: m/z=300.1. Found: 300.1. The reactants are C1CCOC1, COC(=O)c1cc(-c2ccc(Cl)cn2)cc(-n2nnnc2C(C)C)c1, [Li+], [OH-], O. Yields the product CC(C)c1nnnn1-c1cc(C(=O)O)cc(-c2ccc(Cl)cn2)c1. Reaction SMILES: [CH2:29]1[O:30][CH2:31][CH2:32][CH2:33]1.[CH3:1][O:2][C:3]([c:4]1[cH:5][c:6](-[c:18]2[n:19][cH:20][c:21]([Cl:24])[cH:22][cH:23]2)[cH:7][c:8](-[n:10]2[n:11][n:12][n:13][c:14]2[CH:15]([CH3:16])[CH3:17])[cH:9]1)=[O:25].[Li+:27].[OH-:26].[OH2:28]>>[O:2]=[C:3]([c:4]1[cH:5][c:6](-[c:18]2[n:19][cH:20][c:21]([Cl:24])[cH:22][cH:23]2)[cH:7][c:8](-[n:10]2[n:11][n:12][n:13][c:14]2[CH:15]([CH3:16])[CH3:17])[cH:9]1)[OH:25]. Starting materials: [N+](=O)([O-])C1=CC=C(C=C1)COC(=O)C=1N2C(C(C2C(C1OP(=O)(OC1=CC=CC=C1)OC1=CC=CC=C1)C)[C@@H](C)O)=O ((diphenoxyphosphoryloxy]-6-[(R)-1-hydroxyethyl]-4-methyl-7-oxo-1-azabicyclo[3.2.0]hept-2-ene-2-carboxylic acid (4-nitrophenyl)methyl ester), [N+](=O)([O-])C1=CC=C(COC(=O)N2[C@@H](C[C@@H](C2)S)NC(=O)N(C)C)C=C1 ((2S,4S)-1-p-nitrobenzyloxycarbonyl-2-dimethylaminocarbonylamino-4-mercaptopyrrolidine), C(C)N(C(C)C)C(C)C (N-ethyldiisopropylamine), [H][H] (hydrogen), C(C)(=O)OCC (ethyl acetate). Reagents/catalysts: [Pd] (palladium on carbon). Run in O (water), C(C)#N (acetonitrile), C1CCOC1 (THF). Yields the product C[C@@H]1[C@@H]2[C@H](C(=O)N2C(=C1S[C@H]3C[C@H](NC3)C(=O)N(C)C)C(=O)O)[C@@H](C)O.O.O.O (Meropenem Trihydrate). Reaction SMILES: [N+](C1C=CC(C[O:11][C:12]([C:14]2[N:15]3[CH:18]([CH:19]([CH3:38])[C:20]=2OP(OC2C=CC=CC=2)(OC2C=CC=CC=2)=O)[CH:17]([C@H:39]([OH:41])[CH3:40])[C:16]3=[O:42])=[O:13])=CC=1)([O-])=[O:2].[N+](C1C=CC(COC([N:54]2[CH2:58][C@@H:57]([SH:59])[CH2:56][C@H:55]2NC(N(C)C)=O)=O)=CC=1)([O-])=[O:44].[CH2:68]([N:70]([CH:74](C)C)[CH:71](C)C)C.[H][H].C(OCC)(=[O:81])C>C(#N)C.[Pd].O.C1COCC1>[CH3:38][C@H:19]1[C:20]([S:59][C@@H:57]2[CH2:58][NH:54][C@H:55]([C:68]([N:70]([CH3:74])[CH3:71])=[O:81])[CH2:56]2)=[C:14]([C:12]([OH:11])=[O:13])[N:15]2[C@H:18]1[C@@H:17]([C@H:39]([OH:41])[CH3:40])[C:16]2=[O:42].[OH2:2].[OH2:44].[OH2:2] |f:9.10.11.12|. Reported procedure: To a solution of (4R,5R,6S)-3-[(diphenoxyphosphoryloxy]-6-[(R)-1-hydroxyethyl]-4-methyl-7-oxo-1-azabicyclo[3.2.0]hept-2-ene-2-carboxylic acid (4-nitrophenyl)methyl ester (50 g) in acetonitrile (500 mL) was added (2S,4S)-1-p-nitrobenzyloxycarbonyl-2-dimethylaminocarbonylamino-4-mercaptopyrrolidine (33 g) and N-ethyldiisopropylamine (14 g) at −15° C. and stirred. After the reaction was over, the reaction mixture was quenched in phosphate buffer solution. The product was extracted into ethyl acetat...